This data is from the Open Reaction Database (ORD), a public repository of structured organic reaction records. The task is: describe an organic reaction: reactants, conditions, products, and yield Starting materials: CCOC(=O)c1cc(Br)ccc1-c1ccn(C(=O)OC(C)(C)C)c1, O=C(C=Cc1ccccc1)C=Cc1ccccc1, O=C(C=Cc1ccccc1)C=Cc1ccccc1, CCN(C(C)C)C(C)C, O=C(C=Cc1ccccc1)C=Cc1ccccc1, Fc1cccc(S)c1, C1COCCO1, [Pd], [Pd], CC1(C)c2cccc(P(c3ccccc3)c3ccccc3)c2Oc2c(P(c3ccccc3)c3ccccc3)cccc21. Product: CCOC(=O)c1cc(Sc2cccc(F)c2)ccc1-c1ccn(C(=O)OC(C)(C)C)c1. Reaction SMILES: [C:1]([CH3:2])([CH3:3])([CH3:4])[O:5][C:6](=[O:7])[n:8]1[cH:9][c:10](-[c:13]2[c:14]([C:20](=[O:21])[O:22][CH2:23][CH3:24])[cH:15][c:16]([Br:19])[cH:17][cH:18]2)[cH:11][cH:12]1.[CH:110](=[CH:111][C:112]([CH:113]=[CH:114][c:115]1[cH:116][cH:117][cH:118][cH:119][cH:120]1)=[O:121])[c:122]1[cH:123][cH:124][cH:125][cH:126][cH:127]1.[CH:128](=[CH:129][C:130]([CH:131]=[CH:132][c:133]1[cH:134][cH:135][cH:136][cH:137][cH:138]1)=[O:139])[c:140]1[cH:141][cH:142][cH:143][cH:144][cH:145]1.[CH:67]([N:68]([CH2:69][CH3:70])[CH:71]([CH3:72])[CH3:73])([CH3:74])[CH3:75].[CH:92](=[CH:93][C:94]([CH:95]=[CH:96][c:97]1[cH:98][cH:99][cH:100][cH:101][cH:102]1)=[O:103])[c:104]1[cH:105][cH:106][cH:107][cH:108][cH:109]1.[F:76][c:77]1[cH:78][c:79]([SH:83])[cH:80][cH:81][cH:82]1.[O:84]1[CH2:85][CH2:86][O:87][CH2:88][CH2:89]1.[Pd:90].[Pd:91].[c:25]1([P:26]([c:27]2[cH:28][cH:29][cH:30][cH:31][cH:32]2)[c:33]2[c:34]3[c:58]([cH:59][cH:60][cH:61]2)[C:55]([CH3:56])([CH3:57])[c:37]2[c:36]([c:41]([P:42]([c:43]4[cH:44][cH:45][cH:46][cH:47][cH:48]4)[c:49]4[cH:50][cH:51][cH:52][cH:53][cH:54]4)[cH:40][cH:39][cH:38]2)[O:35]3)[cH:62][cH:63][cH:64][cH:65][cH:66]1>>[C:1]([CH3:2])([CH3:3])([CH3:4])[O:5][C:6](=[O:7])[n:8]1[cH:9][c:10](-[c:13]2[c:14]([C:20](=[O:21])[O:22][CH2:23][CH3:24])[cH:15][c:16]([S:83][c:79]3[cH:78][c:77]([F:76])[cH:82][cH:81][cH:80]3)[cH:17][cH:18]2)[cH:11][cH:12]1. Starting materials: C1(=CC=CC=C1)C1CCN(CC1)CC1CCN(CC1)C(=O)OC(C)(C)C (tert-butyl 4-(4-phenylpiperidinomethyl)piperidine-1-carboxylate), Cl (hydrochloric acid). Run in CO (methanol). Run at time 3 hour. Product: Cl.Cl.C1(=CC=CC=C1)C1CCN(CC1)CC1CCNCC1 (4-(4-phenylpiperidinomethyl)piperidine dihydrochloride). Reaction SMILES: [C:1]1([CH:7]2[CH2:12][CH2:11][N:10]([CH2:13][CH:14]3[CH2:19][CH2:18][N:17](C(OC(C)(C)C)=O)[CH2:16][CH2:15]3)[CH2:9][CH2:8]2)[CH:6]=[CH:5][CH:4]=[CH:3][CH:2]=1.[ClH:27]>CO>[ClH:27].[ClH:27].[C:1]1([CH:7]2[CH2:12][CH2:11][N:10]([CH2:13][CH:14]3[CH2:19][CH2:18][NH:17][CH2:16][CH2:15]3)[CH2:9][CH2:8]2)[CH:6]=[CH:5][CH:4]=[CH:3][CH:2]=1 |f:3.4.5|. Reported procedure: To a solution of 3.550 g (9.902 mM) of tert-butyl 4-(4-phenylpiperidinomethyl)piperidine-1-carboxylate in 30 ml of methanol was added 5 ml of concentrated hydrochloric acid and the mixture was stirred at room temperature for 3 hours. The solvent was then distilled off and the residue was crystallized from ethanol-diethyl ether to provide the title compound. Reactants: CCCC[N+](CCCC)(CCCC)CCCC, C1CCOC1, COC(=O)c1cc(C(C)(C)C)ccc1O, CI. The product is COC(=O)c1cc(C(C)(C)C)ccc1OC. RXN SMILES: [CH2:16]([N+:17]([CH2:18][CH2:19][CH2:20][CH3:21])([CH2:22][CH2:23][CH2:24][CH3:25])[CH2:26][CH2:27][CH2:28][CH3:29])[CH2:30][CH2:31][CH3:32].[CH2:35]1[O:36][CH2:37][CH2:38][CH2:39]1.[CH3:1][O:2][C:3]([c:4]1[c:5]([OH:14])[cH:6][cH:7][c:8]([C:10]([CH3:11])([CH3:12])[CH3:13])[cH:9]1)=[O:15].[CH3:33][I:34]>>[CH3:1][O:2][C:3]([c:4]1[c:5]([O:14][CH3:16])[cH:6][cH:7][c:8]([C:10]([CH3:11])([CH3:12])[CH3:13])[cH:9]1)=[O:15]. Procedure: A mixture of 2-(4′-cyano-5-fluoro-biphenyl-3-yl)-3,3-dimethyl-1,2,3,4-tetrahydro-quinoline-6-carboxylic acid ethyl ester (0.15 g, 0.35 mmol), lithium hydroxide hydrate (0.15 g, 3.5 mmol), water (1 mL) in methanol (3 mL) and tetrahydrofuran (10 mL) was stirred at 60° C. for 12 h. The mixture was neutralized with a 3 N aqueous hydrochloric acid solution and extracted with ethyl acetate (2×50 mL), washed with water, dried over anhydrous sodium sulfate and then concentrated in vacuo. Purification by... The product is C(#N)C1=CC=C(C=C1)C1=CC(=CC(=C1)F)C1NC2=CC=C(C=C2CC1(C)C)C(=O)O (2-(4′-cyano-5-fluoro-biphenyl-3-yl)-3,3-dimethyl-1,2,3,4-tetrahydro-quinoline-6-carboxylic acid). Reactants: C(C)OC(=O)C=1C=C2CC(C(NC2=CC1)C=1C=C(C=C(C1)F)C1=CC=C(C=C1)C#N)(C)C (2-(4′-cyano-5-fluoro-biphenyl-3-yl)-3,3-dimethyl-1,2,3,4-tetrahydro-quinoline-6-carboxylic acid ethyl ester), O.[OH-].[Li+] (lithium hydroxide hydrate), O (water), Cl (hydrochloric acid). Reaction conditions: temperature 60 celsius, time 12 hour. The yield is 35.7%. Run in CO (methanol), O1CCCC1 (tetrahydrofuran). RXN SMILES: C([O:3][C:4]([C:6]1[CH:7]=[C:8]2[C:13](=[CH:14][CH:15]=1)[NH:12][CH:11]([C:16]1[CH:17]=[C:18]([C:23]3[CH:28]=[CH:27][C:26]([C:29]#[N:30])=[CH:25][CH:24]=3)[CH:19]=[C:20]([F:22])[CH:21]=1)[C:10]([CH3:32])([CH3:31])[CH2:9]2)=[O:5])C.O.[OH-].[Li+].O.Cl>CO.O1CCCC1>[C:29]([C:26]1[CH:25]=[CH:24][C:23]([C:18]2[CH:19]=[C:20]([F:22])[CH:21]=[C:16]([CH:11]3[C:10]([CH3:32])([CH3:31])[CH2:9][C:8]4[C:13](=[CH:14][CH:15]=[C:6]([C:4]([OH:5])=[O:3])[CH:7]=4)[NH:12]3)[CH:17]=2)=[CH:28][CH:27]=1)#[N:30] |f:1.2.3|. Starting materials: CCO, NN, NN, CSCC(O)C(CO)N(C)Cc1cn(COCc2ccccc2)c2c(N)ncnc12, O, [Pd]. The product is CSCC(O)C(CO)N(C)Cc1c[nH]c2c(N)ncnc12. As a reaction SMILES: [CH3:37][CH2:38][OH:39].[NH2:2][NH2:3].[NH2:34][NH2:35].[NH2:4][c:5]1[c:6]2[c:7]([n:8][cH:9][n:10]1)[c:11]([CH2:23][N:24]([CH:25]([CH2:26][OH:27])[CH:28]([CH2:29][S:30][CH3:31])[OH:32])[CH3:33])[cH:12][n:13]2[CH2:14][O:15][CH2:16][c:17]1[cH:18][cH:19][cH:20][cH:21][cH:22]1.[OH2:1].[Pd:36]>>[NH2:4][c:5]1[c:6]2[c:7]([n:8][cH:9][n:10]1)[c:11]([CH2:23][N:24]([CH:25]([CH2:26][OH:27])[CH:28]([CH2:29][S:30][CH3:31])[OH:32])[CH3:33])[cH:12][nH:13]2. The reactants are Cl.N1(N=CC=C1)C(N)=N (1H-pyrazole-1-carboximidamide hydrochloride), C1CCC2=NCCCN2CC1 (DBU), BrC1=CC=C(CNC(=O)C(C(=O)OC)=CN(C)C)C=C1 (Methyl 2-{[(4-bromobenzyl)amino]carbonyl}-3-(dimethylamino)acrylate). The solvent is CCOC(=O)C (EtOAc), CC(=O)N(C)C (DMA). Reaction conditions: time 30 minute. The product is BrC1=CC=C(CNC(=O)C=2C(=NC(=NC2)N2N=CC=C2)O)C=C1 (N-(4-bromobenzyl)-4-hydroxy-2-(1H-pyrazol-1-yl)pyrimidine-5-carboxamide). Reaction SMILES: [Br:1][C:2]1[CH:20]=[CH:19][C:5]([CH2:6][NH:7][C:8]([C:10](=[CH:15]N(C)C)[C:11](OC)=[O:12])=[O:9])=[CH:4][CH:3]=1.Cl.[N:22]1([C:27](=[NH:29])[NH2:28])[CH:26]=[CH:25][CH:24]=[N:23]1.C1CCN2C(=NCCC2)CC1>CC(N(C)C)=O.CCOC(C)=O>[Br:1][C:2]1[CH:3]=[CH:4][C:5]([CH2:6][NH:7][C:8]([C:10]2[C:11]([OH:12])=[N:29][C:27]([N:22]3[CH:26]=[CH:25][CH:24]=[N:23]3)=[N:28][CH:15]=2)=[O:9])=[CH:19][CH:20]=1 |f:1.2|. Procedure: All of the unpurified product of step B was diluted with DMA (28 mL) before adding 1H-pyrazole-1-carboximidamide hydrochloride (5.13 g, 35.0 mmol), and DBU (5.28 mL, 35.0 mmol) at rt. The reaction was aged at 110° C. for about 30 min. The reaction was diluted with EtOAc and washed with aq. 2 M HCl and water. The organic portion was concentrated and diluted with EtOH. The mixture was aged for about 30 min at 75° C. and cooled. The solid is isolated by filtration and washed with EtOH to afford the... Starting materials: O=Cc1cc2c(cc1[N+](=O)[O-])OCO2, C#CC(=O)OCC, CC(=O)O, CC(C)NC(C)C, [Li]CCCC, C1CCOC1, O. Yields the product CCOC(=O)C#CC(O)c1cc2c(cc1[N+](=O)[O-])OCO2. Reaction SMILES: [CH2:20]1[O:21][c:22]2[cH:23][c:24]([N+:31](=[O:32])[O-:33])[c:25]([CH:26]=[O:27])[cH:28][c:29]2[O:30]1.[CH3:13][CH2:14][O:15][C:16](=[O:17])[C:18]#[CH:19].[CH3:34][C:35](=[O:36])[OH:37].[CH:1]([NH:2][CH:3]([CH3:4])[CH3:5])([CH3:6])[CH3:7].[Li:8][CH2:9][CH2:10][CH2:11][CH3:12].[O:38]1[CH2:39][CH2:40][CH2:41][CH2:42]1.[OH2:43]>>[CH3:13][CH2:14][O:15][C:16](=[O:17])[C:18]#[C:19][CH:26]([c:25]1[c:24]([N+:31](=[O:32])[O-:33])[cH:23][c:22]2[c:29]([cH:28]1)[O:30][CH2:20][O:21]2)[OH:27].